This data is from the Open Reaction Database (ORD), a public repository of structured organic reaction records. The task is: describe an organic reaction: reactants, conditions, products, and yield The reactants are C1COCCN1, CS(=O)(=O)O, CS(=O)(=O)Cl, COCCn1c2cc(OCCCO)c(OC)cc2c2c3c(c(-c4ccccc4Cl)cc21)C(=O)NC3=O. Yields the product COCCn1c2cc(OCCCN3CCOCC3)c(OC)cc2c2c3c(c(-c4ccccc4Cl)cc21)C(=O)NC3=O. As a reaction SMILES: [CH2:47]1[CH2:48][O:49][CH2:50][CH2:51][NH:52]1.[CH3:37][S:38]([OH:39])(=[O:40])=[O:41].[CH3:42][S:43](=[O:44])(=[O:45])[Cl:46].[Cl:1][c:2]1[c:3](-[c:8]2[cH:9][c:10]3[n:11]([CH2:33][CH2:34][O:35][CH3:36])[c:12]4[cH:13][c:14]([O:28][CH2:29][CH2:30][CH2:31][OH:32])[c:15]([O:26][CH3:27])[cH:16][c:17]4[c:18]3[c:19]3[c:20]2[C:21](=[O:25])[NH:22][C:23]3=[O:24])[cH:4][cH:5][cH:6][cH:7]1>>[Cl:1][c:2]1[c:3](-[c:8]2[cH:9][c:10]3[n:11]([CH2:33][CH2:34][O:35][CH3:36])[c:12]4[cH:13][c:14]([O:28][CH2:29][CH2:30][CH2:31][N:52]5[CH2:47][CH2:48][O:49][CH2:50][CH2:51]5)[c:15]([O:26][CH3:27])[cH:16][c:17]4[c:18]3[c:19]3[c:20]2[C:21](=[O:25])[NH:22][C:23]3=[O:24])[cH:4][cH:5][cH:6][cH:7]1. Starting materials: N1=CC=C(C=C1)OC=1C=C(C(=CC1)N)N (4-(pyridin-4-yloxy)-benzene-1,2-diamine), ClC1=C(C=C(C=C1)N=C=S)C(F)(F)F (1-chloro-4-isothiocyanato-2-trifluoromethyl-benzene), C(CCl)Cl (EDC), III. Run in CC#N (CH3CN), CC#N (CH3CN). Conditions: time 18 hour. Product: ClC1=C(C=C(C=C1)NC1=NC2=C(N1)C=CC(=C2)OC2=CC=NC=C2)C(F)(F)F ((4-Chloro-3-trifluoromethyl-phenyl)-[5-(pyridin-4-yloxy)-1H-benzimidazol-2-yl]-amine). RXN SMILES: [N:1]1[CH:6]=[CH:5][C:4]([O:7][C:8]2[CH:9]=[C:10]([NH2:15])[C:11]([NH2:14])=[CH:12][CH:13]=2)=[CH:3][CH:2]=1.[Cl:16][C:17]1[CH:22]=[CH:21][C:20]([N:23]=[C:24]=S)=[CH:19][C:18]=1[C:26]([F:29])([F:28])[F:27].C(Cl)CCl>CC#N>[Cl:16][C:17]1[CH:22]=[CH:21][C:20]([NH:23][C:24]2[NH:14][C:11]3[CH:12]=[CH:13][C:8]([O:7][C:4]4[CH:5]=[CH:6][N:1]=[CH:2][CH:3]=4)=[CH:9][C:10]=3[N:15]=2)=[CH:19][C:18]=1[C:26]([F:27])([F:28])[F:29]. Procedure: To a solution of 4-(pyridin-4-yloxy)-benzene-1,2-diamine (0.273 g, 1.36 mmol) in 20 mL CH3CN was added 1-chloro-4-isothiocyanato-2-trifluoromethyl-benzene (prepared similarly to the procedure described in Preparation III, 0.322 g, 1.36 mmol). The reaction was stirred 18 h at RT. The reaction was diluted with 25 mL CH3CN, and then EDC (0.39 g, 2.03 mmol) was added. The reaction was heated at 80° C. for 2.5 h. The reaction was cooled to RT and concentrated in vacuo. The crude mix was dissolved int... Starting materials: C(C)C=1C=C(SC1)CCC1=CC=2N(C(C(=C(N2)N2CCOCC2)/C=C/C(=O)O)=O)C=C1 ((E)-3-{8-[2-(4-Ethyl-2-thienyl)ethyl]-2-morpholino-4-oxo-4H-pyrido[1,2-a]-pyrimidin-3-yl}-2-propenoic acid), C(=O)O[C@H]1CN(CCC1)C=1N=C2N(C(C1C=O)=O)C=CC(=C2)C(=O)NC=2SC=C(N2)C(C)(C)C ((3R)-1-[8-({[4-(tert-butyl)-1,3-thiazol-2-yl]amino}carbonyl)-3-formyl-4-oxo-4H-pyrido-[1,2-a]pyrimidin-2-yl]hexahydro-3-pyridinyl formate). Yields the product C(C)(C)(C)C=1N=C(SC1)NC(=O)C1=CC=2N(C(C(=C(N2)N2C[C@@H](CCC2)OC=O)/C=C/C(=O)OC(C)(C)C)=O)C=C1 (tert-Butyl (E)-3-{8-({[4-(tert-butyl)-1,3-thiazol-2-yl]amino}carbonyl)-2-[(3R)-3-formyloxyhexahydro-1-pyridinyl]-4-oxo-4H-pyrido[1,2-a]pyrimidin-3-yl}-2-propenoate). Yield: 100.0%. As a reaction SMILES: C(C1C=C(CCC2C=CN3C(=O)C(/[CH:24]=[CH:25]/[C:26]([OH:28])=[O:27])=C(N4CCOCC4)N=C3C=2)SC=1)C.[CH:32]([O:34][C@@H:35]1[CH2:40][CH2:39][CH2:38][N:37]([C:41]2[N:42]=[C:43]3[CH:53]=[C:52]([C:54]([NH:56][C:57]4[S:58][CH:59]=[C:60]([C:62]([CH3:65])([CH3:64])[CH3:63])[N:61]=4)=[O:55])[CH:51]=[CH:50][N:44]3[C:45](=[O:49])[C:46]=2C=O)[CH2:36]1)=[O:33]>>[C:62]([C:60]1[N:61]=[C:57]([NH:56][C:54]([C:52]2[CH:51]=[CH:50][N:44]3[C:45](=[O:49])[C:46](/[CH:24]=[CH:25]/[C:26]([O:28][C:52]([CH3:54])([CH3:53])[CH3:51])=[O:27])=[C:41]([N:37]4[CH2:38][CH2:39][CH2:40][C@@H:35]([O:34][CH:32]=[O:33])[CH2:36]4)[N:42]=[C:43]3[CH:53]=2)=[O:55])[S:58][CH:59]=1)([CH3:65])([CH3:64])[CH3:63]. Procedure details: Reactions were performed in the same manner as in Example 1, (J) by using (3R)-1-[8-({[4-(tert-butyl)-1,3-thiazol-2-yl]amino}carbonyl)-3-formyl-4-oxo-4H-pyrido-[1,2-a]pyrimidin-2-yl]hexahydro-3-pyridinyl formate (277 mg, 0.5723 mmol), and the resulting residue was purified by silica gel column chromatography (chloroform→chloroform:methanol=100:1→70:1→50:1) to obtain 559 mg (100% or more) of the title compound as a brown oily substance in a mixture with byproducts. Reactants: NC=1C=C2C(OC(C2=CC1)(C)C)(C)C (5-amino-1,1,3,3-tetramethyl-1,3-dihydro-isobenzofuran), C([O-])([O-])=O.[Cs+].[Cs+] (cesium carbonate), NC=1C=C2C(OC(C2=CC1)(C)C)(C)C (5-amino-1,1,3,3-tetramethyl-1,3-dihydro-isobenzofuran), C(C)OC(C1=CC=C(C=C1)I)=O (ethyl-4-iodo-benzoate). Reagents/catalysts: C1=CC=C(C=C1)P(C2=CC=CC=C2)C3=C(C4=CC=CC=C4C=C3)C5=C(C=CC6=CC=CC=C65)P(C7=CC=CC=C7)C8=CC=CC=C8 ((S)-(-)-2,2'-bis(diphenylphosphino)-1,1'-binaphthyl), C=1C=CC(=CC1)/C=C/C(=O)/C=C/C2=CC=CC=C2.C=1C=CC(=CC1)/C=C/C(=O)/C=C/C2=CC=CC=C2.C=1C=CC(=CC1)/C=C/C(=O)/C=C/C2=CC=CC=C2.[Pd].[Pd] (tris(dibenzylideneacetone)dipalladium(0)). The solvent is C1(=CC=CC=C1)C (toluene). Product: C(C)OC(C1=CC=C(C=C1)NC=1C=C2C(OC(C2=CC1)(C)C)(C)C)=O (4-[(1,1,3,3-tetramethyl-1,3-dihydro-isobenzofuran-5-yl)-amino]-benzoic acid ethyl ester). Isolated yield 84.3%. RXN SMILES: [NH2:1][C:2]1[CH:3]=[C:4]2[C:8](=[CH:9][CH:10]=1)[C:7]([CH3:12])([CH3:11])[O:6][C:5]2([CH3:14])[CH3:13].[CH2:15]([O:17][C:18](=[O:26])[C:19]1[CH:24]=[CH:23][C:22](I)=[CH:21][CH:20]=1)[CH3:16].C(=O)([O-])[O-].[Cs+].[Cs+]>C1(C)C=CC=CC=1.C1C=CC(/C=C/C(/C=C/C2C=CC=CC=2)=O)=CC=1.C1C=CC(/C=C/C(/C=C/C2C=CC=CC=2)=O)=CC=1.C1C=CC(/C=C/C(/C=C/C2C=CC=CC=2)=O)=CC=1.[Pd].[Pd].C1C=CC(P(C2C=CC3C(=CC=CC=3)C=2C2C3C(=CC=CC=3)C=CC=2P(C2C=CC=CC=2)C2C=CC=CC=2)C2C=CC=CC=2)=CC=1>[CH2:15]([O:17][C:18](=[O:26])[C:19]1[CH:24]=[CH:23][C:22]([NH:1][C:2]2[CH:3]=[C:4]3[C:8](=[CH:9][CH:10]=2)[C:7]([CH3:12])([CH3:11])[O:6][C:5]3([CH3:14])[CH3:13])=[CH:21][CH:20]=1)[CH3:16] |f:2.3.4,6.7.8.9.10|. Reported procedure: Following general procedure E and using 5-amino-1,1,3,3-tetramethyl-1,3-dihydro-isobenzofuran (Compound 78) (1 g, 4.82 mmol), ethyl-4-iodo-benzoate (1.4 g, 5.07 mmol), cesium carbonate (2.2 g, 6.76 mmol), tris(dibenzylideneacetone)dipalladium(0) (0.030 g, 0.03 mmol), (S)-(-)-2,2'-bis(diphenylphosphino)-1,1'-binaphthyl (0.060 g, 0.09 mmol) in 15 mL of anhydrous toluene the title compound (1.38 g, 85%) was obtained as a yellow solid after flash column chromatography using 20% ethyl acetate in hexa...